This data is from the Open Reaction Database (ORD), a public repository of structured organic reaction records. The task is: describe an organic reaction: reactants, conditions, products, and yield Reactants: BrCc1ccccc1, CN(C)C=O, [H-], [Na+], CCOC(=O)C1CCc2cc(OC)c(O)cc2O1. Product: CCOC(=O)C1CCc2cc(OC)c(OCc3ccccc3)cc2O1. Reaction SMILES: [Br:21][CH2:22][c:23]1[cH:24][cH:25][cH:26][cH:27][cH:28]1.[CH3:29][N:30]([CH3:31])[CH:32]=[O:33].[H-:1].[Na+:2].[OH:3][c:4]1[c:5]([O:19][CH3:20])[cH:6][c:7]2[c:12]([cH:13]1)[O:11][CH:10]([C:14](=[O:15])[O:16][CH2:17][CH3:18])[CH2:9][CH2:8]2>>[O:3]([c:4]1[c:5]([O:19][CH3:20])[cH:6][c:7]2[c:12]([cH:13]1)[O:11][CH:10]([C:14](=[O:15])[O:16][CH2:17][CH3:18])[CH2:9][CH2:8]2)[CH2:22][c:23]1[cH:24][cH:25][cH:26][cH:27][cH:28]1.